From a dataset of the Open Reaction Database (ORD), a public repository of structured organic reaction records. describe an organic reaction: reactants, conditions, products, and yield Reactants: [N+](=O)([O-])C1=C(C=CC=C1)N (2-nitro-phenylamine), ClC1=CC(=NC=N1)N(C(=O)N(COCC[Si](C)(C)C)C1=C(C(=CC(=C1Cl)OC)OC)Cl)CC1=NC=CC=C1 (1-(6-chloro-pyrimidin-4-yl)-3-(2,6-dichloro-3,5-dimethoxy-phenyl)-1-pyridin-2-ylmethyl-3-(2-trimethylsilanyl-ethoxymethyl)-urea). The product is ClC1=C(C(=C(C=C1OC)OC)Cl)NC(N(CC1=NC=CC=C1)C1=CC(=NC=N1)NC1=C(C=CC=C1)NC(C=C)=O)=O (N-(2-{6-[3-(2,6-Dichloro-3,5-dimethoxy-phenyl)-1-pyridin-2-ylmethyl-ureido]-pyrimidin-4-ylamino}-phenyl)-acrylamide). The yield is 13.0%. Reaction SMILES: [N+:1]([C:4]1[CH:9]=[CH:8][CH:7]=[CH:6][C:5]=1[NH2:10])([O-])=O.Cl[C:12]1[N:17]=[CH:16][N:15]=[C:14]([N:18]([CH2:42][C:43]2[CH:48]=[CH:47][CH:46]=[CH:45][N:44]=2)[C:19]([N:21]([C:30]2[C:35]([Cl:36])=[C:34]([O:37][CH3:38])[CH:33]=[C:32]([O:39][CH3:40])[C:31]=2[Cl:41])COCC[Si](C)(C)C)=[O:20])[CH:13]=1>>[Cl:41][C:31]1[C:32]([O:39][CH3:40])=[CH:33][C:34]([O:37][CH3:38])=[C:35]([Cl:36])[C:30]=1[NH:21][C:19](=[O:20])[N:18]([C:14]1[N:15]=[CH:16][N:17]=[C:12]([NH:1][C:4]2[CH:9]=[CH:8][CH:7]=[CH:6][C:5]=2[NH:10][C:34](=[O:37])[CH:33]=[CH2:32])[CH:13]=1)[CH2:42][C:43]1[CH:48]=[CH:47][CH:46]=[CH:45][N:44]=1. Reported procedure: The compound was synthesized following the approach outlined in Procedure 2G (Example 123), substituting 2-nitro-phenylamine and 1-(6-chloro-pyrimidin-4-yl)-3-(2,6-dichloro-3,5-dimethoxy-phenyl)-1-pyridin-2-ylmethyl-3-(2-trimethylsilanyl-ethoxymethyl)-urea (preparation shown below) in step (d) to afford the title compound (35 mg, yield: 13% over five steps). 1H NMR (300 MHz, DMSO-d6) δ 12.15 (s, 1H), 9.65 (s, 1H), 8.83 (s, 1H), 8.50 (s, 1H), 8.39 (s, 1H), 7.80 (t, 1H), 7.66 (d, 1H), 7.31-7.25 (m...